From a dataset of the Open Reaction Database (ORD), a public repository of structured organic reaction records. describe an organic reaction: reactants, conditions, products, and yield Starting materials: CCOC(=O)c1ccccc1Cl, C1CCOC1, N#CCc1ccc(Cl)cc1, [H-], [Na+], O. Yields the product N#CC(C(=O)c1ccccc1Cl)c1ccc(Cl)cc1. Reaction SMILES: [CH2:13]([O:15][C:16](=[O:14])[c:17]1[c:18]([Cl:23])[cH:19][cH:20][cH:21][cH:22]1)[CH3:24].[CH2:26]1[O:27][CH2:28][CH2:29][CH2:30]1.[Cl:1][c:2]1[cH:3][cH:4][c:5]([CH2:6][C:7]#[N:8])[cH:9][cH:10]1.[H-:12].[Na+:11].[OH2:25]>>[Cl:1][c:2]1[cH:3][cH:4][c:5]([CH:6]([C:7]#[N:8])[C:16](=[O:15])[c:17]2[c:18]([Cl:23])[cH:19][cH:20][cH:21][cH:22]2)[cH:9][cH:10]1.